Task: describe an organic reaction: reactants, conditions, products, and yield. Dataset: the Open Reaction Database (ORD), a public repository of structured organic reaction records Reactants: C(#N)C=1C=C(C=CC1F)S(=O)(=O)NC1=NC=C(C=C1)F (3-cyano-4-fluoro-N-(5-fluoropyridin-2-yl)benzenesulfonamide), C([O-])([O-])=O.[K+].[K+] (potassium carbonate), CN1N=CC=C1C=1C=C(C=CC1O)C1=CC=CC=C1 (3-(1-methyl-1H-pyrazol-5-yl)biphenyl-4-ol), Cl (hydrochloric acid). Solvent: CS(=O)C (dimethyl sulfoxide). Conditions: time 1 hour. Yields the product C(#N)C=1C=C(C=CC1OC1=C(C=C(C=C1)C1=CC=CC=C1)C1=CC=NN1C)S(=O)(=O)NC1=NC=C(C=C1)F (3-Cyano-N-(5-fluoropyridin-2-yl)-4-{[3-(1-methyl-1H-pyrazol-5-yl)biphenyl-4-yl]oxy}benzenesulfonamide). Yield: 18.0%. As a reaction SMILES: [CH3:1][N:2]1[C:6]([C:7]2[CH:8]=[C:9]([C:14]3[CH:19]=[CH:18][CH:17]=[CH:16][CH:15]=3)[CH:10]=[CH:11][C:12]=2[OH:13])=[CH:5][CH:4]=[N:3]1.[C:20]([C:22]1[CH:23]=[C:24]([S:29]([NH:32][C:33]2[CH:38]=[CH:37][C:36]([F:39])=[CH:35][N:34]=2)(=[O:31])=[O:30])[CH:25]=[CH:26][C:27]=1F)#[N:21].C(=O)([O-])[O-].[K+].[K+].Cl>CS(C)=O>[C:20]([C:22]1[CH:23]=[C:24]([S:29]([NH:32][C:33]2[CH:38]=[CH:37][C:36]([F:39])=[CH:35][N:34]=2)(=[O:30])=[O:31])[CH:25]=[CH:26][C:27]=1[O:13][C:12]1[CH:11]=[CH:10][C:9]([C:14]2[CH:15]=[CH:16][CH:17]=[CH:18][CH:19]=2)=[CH:8][C:7]=1[C:6]1[N:2]([CH3:1])[N:3]=[CH:4][CH:5]=1)#[N:21] |f:2.3.4|. Reported procedure: In a pressure sealed vial, 3-(1-methyl-1H-pyrazol-5-yl)biphenyl-4-ol (Preparation 107, mg, 0.19 mmol), 3-cyano-4-fluoro-N-(5-fluoropyridin-2-yl)benzenesulfonamide (WO2010079443, 50 mg, 0.17 mmol) and potassium carbonate (70 mg, 0.51 mmol) were stirred at 90° C. in dimethyl sulfoxide for 18 hours. The mixture was cooled down to room temperature and treated with 2M hydrochloric acid (5 mL). The mixture was stirred for 1 hour and the resulting precipitate was filtered and purified by preparative HP... Starting materials: O=C1N(C(C=2N=C(NC2N1CCC)C1=CC=C(/C=C/C(=O)O)C=C1)=O)CCC ((E)-4-(1,2,3,6-tetrahydro-2,6-dioxo-1,3-dipropyl-9H-purin-8-yl)cinnamic acid), S(O)(O)(=O)=O (sulfuric acid), C(C)O (ethanol). Conditions: time 3 day. Yields the product O=C1N(C(C=2N=C(NC2N1CCC)C1=CC=C(/C=C/C(=O)OCC)C=C1)=O)CCC (ethyl (E)-4-(1,2,3,6-tetrahydro-2,6-dioxo-1,3-dipropyl-9H-purin-8-yl)cinnamate). Reaction SMILES: [O:1]=[C:2]1[N:10]([CH2:11][CH2:12][CH3:13])[C:9]2[NH:8][C:7]([C:14]3[CH:24]=[CH:23][C:17](/[CH:18]=[CH:19]/[C:20]([OH:22])=[O:21])=[CH:16][CH:15]=3)=[N:6][C:5]=2[C:4](=[O:25])[N:3]1[CH2:26][CH2:27][CH3:28].S(=O)(=O)(O)O.[CH2:34](O)[CH3:35]>>[O:1]=[C:2]1[N:10]([CH2:11][CH2:12][CH3:13])[C:9]2[NH:8][C:7]([C:14]3[CH:24]=[CH:23][C:17](/[CH:18]=[CH:19]/[C:20]([O:22][CH2:34][CH3:35])=[O:21])=[CH:16][CH:15]=3)=[N:6][C:5]=2[C:4](=[O:25])[N:3]1[CH2:26][CH2:27][CH3:28]. Procedure: A suspension of (E)-4-(1,2,3,6-tetrahydro-2,6-dioxo-1,3-dipropyl-9H-purin-8-yl)cinnamic acid (4.00 g, 10.4 mmol) (Example 6) and concentrated sulfuric acid (1 ml) in absolute ethanol (1.5L) was refluxed for 2 hours with slow distillation of 75 ml of vapor. Reflux was continued for 3 days with exclusion of moisture with 50 ml distillate being removed during the final 4 hours. The cooled suspension was filtered to yield ethyl (E)-4-(1,2,3,6-tetrahydro-2,6-dioxo-1,3-dipropyl-9H-purin-8-yl)cinnamate... The reactants are C1C=CC2=CC=CC=C12 (indene), BrCCCBr (1,3-dibromopropane), [Li]CCCC (BuLi). Solvent: C1CCOC1 (THF), C1CCOC1 (THF), CCCCCC (hexane). Run at temperature -78 celsius. Product: C1(C=CC2=CC=CC=C12)CCCC1C=CC2=CC=CC=C12 (1,3-bis(indenyl)propane). The yield is 72.0%. RXN SMILES: [CH2:1]1[C:9]2[C:4](=[CH:5][CH:6]=[CH:7][CH:8]=2)[CH:3]=[CH:2]1.[Li][CH2:11][CH2:12][CH2:13][CH3:14].Br[CH2:16][CH2:17][CH2:18]Br>CCCCCC.C1COCC1>[CH:1]1([CH2:14][CH2:13][CH2:12][CH:11]2[C:8]3[C:18](=[CH:3][CH:2]=[CH:1][CH:9]=3)[CH:17]=[CH:16]2)[C:9]2[C:4](=[CH:5][CH:6]=[CH:7][CH:8]=2)[CH:3]=[CH:2]1. Procedure: 12.8 mL of indene (91% by GC, 0.1 mol) and 130 mL of THF were placed in a 250 mL flask equipped with stirring bar and dropping funnel. After cooling to −78° C., 62.6 mL of 1.6 M BuLi solution in hexane were added dropwise. At the end of the addition the reaction mixture was allowed to warm to room temperature. The so obtained dark solution was transferred into a 250 mL dropping funnel connected to a 0.5 L flask, and then added dropwise over 1 h to a solution of 10.1 g (5 mL, 0.05 mol) of 1,3-dib... Starting materials: Cc1cccc(-c2ccccc2)c1NC(=S)NC(=O)c1ccccc1, CCO, [Na+], [OH-]. The product is Cc1cccc(-c2ccccc2)c1NC(N)=S. As a reaction SMILES: [C:1](=[O:2])([c:3]1[cH:4][cH:5][cH:6][cH:7][cH:8]1)[NH:9][C:10](=[S:11])[NH:12][c:13]1[c:14](-[c:20]2[cH:21][cH:22][cH:23][cH:24][cH:25]2)[cH:15][cH:16][cH:17][c:18]1[CH3:19].[CH3:28][CH2:29][OH:30].[Na+:27].[OH-:26]>>[NH2:9][C:10](=[S:11])[NH:12][c:13]1[c:14](-[c:20]2[cH:21][cH:22][cH:23][cH:24][cH:25]2)[cH:15][cH:16][cH:17][c:18]1[CH3:19]. The reactants are C(C)(=O)NC=1SC=C(N1)CCCN1CCN(CC1)C(C1=CC=CC=C1)C1=CC=CC=C1 (2-acetamido-4-[3-(4-benzhydrylpiperazin-1-yl)propyl]thiazole), Cl (hydrochloric acid). Solvent: CO (methanol). The product is Cl.Cl.Cl.NC=1SC=C(N1)CCCN1CCN(CC1)C(C1=CC=CC=C1)C1=CC=CC=C1 (2-amino-4-[3-(4-benzhydrylpiperazin-1-yl)propyl]thiazole trihydrochloride). As a reaction SMILES: C([NH:4][C:5]1[S:6][CH:7]=[C:8]([CH2:10][CH2:11][CH2:12][N:13]2[CH2:18][CH2:17][N:16]([CH:19]([C:26]3[CH:31]=[CH:30][CH:29]=[CH:28][CH:27]=3)[C:20]3[CH:25]=[CH:24][CH:23]=[CH:22][CH:21]=3)[CH2:15][CH2:14]2)[N:9]=1)(=O)C.[ClH:32]>CO>[ClH:32].[ClH:32].[ClH:32].[NH2:4][C:5]1[S:6][CH:7]=[C:8]([CH2:10][CH2:11][CH2:12][N:13]2[CH2:14][CH2:15][N:16]([CH:19]([C:26]3[CH:31]=[CH:30][CH:29]=[CH:28][CH:27]=3)[C:20]3[CH:21]=[CH:22][CH:23]=[CH:24][CH:25]=3)[CH2:17][CH2:18]2)[N:9]=1 |f:3.4.5.6|. Procedure: A mixture of 2-acetamido-4-[3-(4-benzhydrylpiperazin-1-yl)propyl]thiazole (1.2 g), methanol (25 ml) and conc. hydrochloric acid (6 ml) was refluxed under heating for 5 hours. After concentration of the reaction mixture, the resultant crystals were recrystallized from a mixture of methanol and diethyl ether to obtain white crystals (1.05 g) of 2-amino-4-[3-(4-benzhydrylpiperazin-1-yl)propyl]thiazole trihydrochloride, mp 205°-215° C.